Dataset: the Open Reaction Database (ORD), a public repository of structured organic reaction records. Task: describe an organic reaction: reactants, conditions, products, and yield Reactants: ClC1=C(C(=O)OCC)C=C(C(=C1)F)[N+](=O)[O-] (ethyl 2-chloro-4-fluoro-5-nitrobenzoate). Reagents/catalysts: [Fe] (iron), [Fe] (iron). Solvent: C(C)(=O)O (acetic acid), C(C)(=O)OCC (ethyl acetate), C(C)(=O)O (acetic acid), C(C)(=O)O (acetic acid). Conditions: temperature 40 celsius, time 1 hour. Yields the product NC=1C(=CC(=C(C(=O)OCC)C1)Cl)F (ethyl 5-amino-2-chloro-4-fluorobenzoate). Yield: 90.0%. As a reaction SMILES: [Cl:1][C:2]1[CH:12]=[C:11]([F:13])[C:10]([N+:14]([O-])=O)=[CH:9][C:3]=1[C:4]([O:6][CH2:7][CH3:8])=[O:5]>C(O)(=O)C.C(OCC)(=O)C.[Fe]>[NH2:14][C:10]1[C:11]([F:13])=[CH:12][C:2]([Cl:1])=[C:3]([CH:9]=1)[C:4]([O:6][CH2:7][CH3:8])=[O:5]. Procedure details: Then, 60 g of iron powder and 500 ml of 10% acetic acid were mixed, and the mixture was heated to 40° C. Separately, 50 g (0.20 mol) of ethyl 2-chloro-4-fluoro-5-nitrobenzoate was dissolved in a mixed solution of 20 ml of acetic acid and 20 ml of ethyl acetate, and added dropwise to the above iron powder-acetic acid mixed solution. Then, the reaction mixture was stirred at 50° C. for 1 hour and filtered though celite. The filtrate was extracted with 100 ml of ethyl acetate. The ethyl acetate lay... Procedure details: Using 6-fluoro-4-methylnicotinic acid (162 mg) and 1-(2,4,5-trimethylphenyl)piperazine (230 mg) and by the reaction and treatment in the same manner as in Preparation Example 118, the title compound (310 mg) was obtained. The yield is 86.9%. As a reaction SMILES: [F:1][C:2]1[CH:10]=[C:9]([CH3:11])[C:5]([C:6]([OH:8])=O)=[CH:4][N:3]=1.[CH3:12][C:13]1[CH:18]=[C:17]([CH3:19])[C:16]([CH3:20])=[CH:15][C:14]=1[N:21]1[CH2:26][CH2:25][NH:24][CH2:23][CH2:22]1>>[F:1][C:2]1[N:3]=[CH:4][C:5]([C:6]([N:24]2[CH2:25][CH2:26][N:21]([C:14]3[CH:15]=[C:16]([CH3:20])[C:17]([CH3:19])=[CH:18][C:13]=3[CH3:12])[CH2:22][CH2:23]2)=[O:8])=[C:9]([CH3:11])[CH:10]=1. Starting materials: FC1=NC=C(C(=O)O)C(=C1)C (6-fluoro-4-methylnicotinic acid), CC1=C(C=C(C(=C1)C)C)N1CCNCC1 (1-(2,4,5-trimethylphenyl)piperazine). Yields the product FC1=CC(=C(C=N1)C(=O)N1CCN(CC1)C1=C(C=C(C(=C1)C)C)C)C ((6-fluoro-4-methylpyridin-3-yl)[4-(2,4,5-trimethylphenyl)piperazin-1-yl]methanone). The reactants are ClCCCOC1=CC=C(C=C1)C=1N=C2N(C=CC(=C2)C)C1 (2-(4-chloropropoxyphenyl)-7-methylimidazo[1,2-a]pyridine), product, NC1=NC=CC(=C1)C (2-amino-4-picoline), C(C)O (ethanol). Product: ClCCCOC1=CC=C(C=C1)C(C)=O (p-chloropropoxyacetophenone). RXN SMILES: [Cl:1][CH2:2][CH2:3][CH2:4][O:5][C:6]1[CH:11]=[CH:10][C:9]([C:12]2N=C3C=C(C)C=CN3[CH:21]=2)=[CH:8][CH:7]=1.NC1C=C(C)C=CN=1.C([OH:32])C>>[Cl:1][CH2:2][CH2:3][CH2:4][O:5][C:6]1[CH:11]=[CH:10][C:9]([C:12](=[O:32])[CH3:21])=[CH:8][CH:7]=1. Reported procedure: A mixture of p-hydroxyacetophenone (15 g) and 1-bromo-3-chloropropane (12 mL) in acetone (200 mL) was treated with potassium carbonate (17 g). The mixture was stirred at reflux temperature for 18 hours. The reaction was cooled to ambient temperature and filtered. The filtrate was concentrated in vacuo. The residue was dissolved in ether, washed with water, dried over sodium sulfate, filtered and evaporated to yield the title compound (23 g). Step B Preparation of Alpha-bromo-4-chloropropoxyaceto...